This data is from the Open Reaction Database (ORD), a public repository of structured organic reaction records. The task is: describe an organic reaction: reactants, conditions, products, and yield Starting materials: [Li]CCCC (BuLi), C(C)(C)(C)O (tert-butanol), IC=1C(=C(C(=O)Cl)C=CC1)OC (3-Iodo-2-methoxy-benzoyl Chloride). Run in C1CCOC1 (THF), C1CCOC1 (THF). Conditions: time 20 minute. Yields the product IC=1C(=C(C(=O)OC(C)(C)C)C=CC1)OC (tert-Butyl 3-iodo-2-methoxy-benzoate). Reaction SMILES: [C:1]([OH:5])([CH3:4])([CH3:3])[CH3:2].[Li]CCCC.[I:11][C:12]1[C:13]([O:21][CH3:22])=[C:14]([CH:18]=[CH:19][CH:20]=1)[C:15](Cl)=[O:16]>C1COCC1>[I:11][C:12]1[C:13]([O:21][CH3:22])=[C:14]([CH:18]=[CH:19][CH:20]=1)[C:15]([O:5][C:1]([CH3:4])([CH3:3])[CH3:2])=[O:16]. Procedure: To a cooled (−5° C.) solution of tert-butanol (12.87 mL, 30 mmol) in THF (30 mL) was added, dropwise, BuLi (12.0 mL, 2.5 M in hexanes, 30 mmol). On complete addition, the solution was stirred for 20 minutes. To this solution is added a solution of 3-Iodo-2-methoxy-benzoyl Chloride (8.8 g, 29.8 mmol) in THF (12 mL). On complete addition, the cold bath was removed and stirring continued for 1.5 hours. This solution was diluted with ethyl acetate, washed with water and brine, dried over magnesium s...